From a dataset of the Open Reaction Database (ORD), a public repository of structured organic reaction records. describe an organic reaction: reactants, conditions, products, and yield Starting materials: ClC=1C=C(C=CC1OC)C1=NOC=C1C(=O)O (3-(3-chloro-4-methoxyphenyl)isoxazole-4-carboxylic acid), C(C)N(C(C)C)C(C)C (N-ethyl-N-isopropylpropan-2-amine), CN(C)C(=[N+](C)C)ON1C2=C(C=CC=C2)N=N1.[B-](F)(F)(F)F (TBTU), CC1CC(CN1)(O)C1=C(C=CC=C1)C (5-methyl-3-(2-methylphenyl)pyrrolidin-3-ol). Solvent: CN(C)C=O (DMF). The product is ClC=1C=C(C=CC1OC)C1=NOC=C1C(=O)N1CC(CC1C)(O)C1=C(C=CC=C1)C (1-{[3-(3-chloro-4-methoxyphenyl)isoxazol-4-yl]carbonyl}-5-methyl-3-(2-methylphenyl)pyrrolidin-3-ol). Yield: 29.3%. Reaction SMILES: [Cl:1][C:2]1[CH:3]=[C:4]([C:10]2[C:14]([C:15]([OH:17])=O)=[CH:13][O:12][N:11]=2)[CH:5]=[CH:6][C:7]=1[O:8][CH3:9].C(N(C(C)C)C(C)C)C.CN(C(ON1N=NC2C=CC=CC1=2)=[N+](C)C)C.[B-](F)(F)(F)F.[CH3:49][CH:50]1[NH:54][CH2:53][C:52]([C:56]2[CH:61]=[CH:60][CH:59]=[CH:58][C:57]=2[CH3:62])([OH:55])[CH2:51]1>CN(C=O)C>[Cl:1][C:2]1[CH:3]=[C:4]([C:10]2[C:14]([C:15]([N:54]3[CH:50]([CH3:49])[CH2:51][C:52]([C:56]4[CH:61]=[CH:60][CH:59]=[CH:58][C:57]=4[CH3:62])([OH:55])[CH2:53]3)=[O:17])=[CH:13][O:12][N:11]=2)[CH:5]=[CH:6][C:7]=1[O:8][CH3:9] |f:2.3|. Reported procedure: A solution of 3-(3-chloro-4-methoxyphenyl)isoxazole-4-carboxylic acid (10 mg, 0.04 mmol), N-ethyl-N-isopropylpropan-2-amine (14 μL, 0.08 mmol, 2 equ.) and TBTU (15 mg, 0.046 mmol, 1.2 equ.) in DMF (0.3 mL) was added to 5-methyl-3-(2-methylphenyl)pyrrolidin-3-ol (8 mg, 0.04 mmol). After 1 h at rt the crude product was purified by RP-HPLC, evaporated and dried in vacuum to yield the title compound (5 mg). MS (ESI, pos. ion) m/z: calcd for C23H23ClN2O4: 426.1346, found 426.1350. Starting materials: CC1C(CCC(=C1)C)(C=C)C(C)O ((2,4-dimethyl-1-vinylcyclohex-3-enyl)ethanol), C=1C=C[NH+]=CC1.[O-][Cr](=O)(=O)Cl (PCC). Solvent: CCCCCC (hexane), C(Cl)Cl (CH2Cl2). Product: CC1C(CCC(=C1)C)(C=C)C(C)=O (1-(2,4-dimethyl-1-vinylcyclohex-3-enyl)ethanone). Yield: 83.0%. As a reaction SMILES: [CH3:1][CH:2]1[CH:7]=[C:6]([CH3:8])[CH2:5][CH2:4][C:3]1([CH:11]([OH:13])[CH3:12])[CH:9]=[CH2:10].C1C=C[NH+]=CC=1.[O-][Cr](Cl)(=O)=O>C(Cl)Cl.CCCCCC>[CH3:1][CH:2]1[CH:7]=[C:6]([CH3:8])[CH2:5][CH2:4][C:3]1([C:11](=[O:13])[CH3:12])[CH:9]=[CH2:10] |f:1.2|. Reported procedure: To a solution of (2,4-dimethyl-1-vinylcyclohex-3-enyl)ethanol (20 mmol) in CH2Cl2 (40 ml) at room temperature was added PCC (40 mmol). The mixture was stirred at room temperature over night and was then diluted with hexane, filtered through a pad of celite and concentrated in vacuo. The residue was purified by chromatography to give 1-(2,4-dimethyl-1-vinylcyclohex-3-enyl)ethanone (83% yield). The reactants are C1CCOC1, Cl, Fc1ccc2cc(Br)ccc2c1F, CCCC1CCC(c2ccc(I)cc2)CC1, [Li], c1ccc(P(c2ccccc2)(c2ccccc2)[Pd](P(c2ccccc2)(c2ccccc2)c2ccccc2)(P(c2ccccc2)(c2ccccc2)c2ccccc2)P(c2ccccc2)(c2ccccc2)c2ccccc2)cc1. Product: CCCC1CCC(c2ccc(-c3ccc4c(F)c(F)ccc4c3)cc2)CC1. Reaction SMILES: [CH2:109]1[O:110][CH2:111][CH2:112][CH2:113]1.[ClH:31].[F:2][c:3]1[c:4]2[cH:5][cH:6][c:7]([Br:14])[cH:8][c:9]2[cH:10][cH:11][c:12]1[F:13].[I:15][c:16]1[cH:17][cH:18][c:19]([CH:22]2[CH2:23][CH2:24][CH:25]([CH2:28][CH2:29][CH3:30])[CH2:26][CH2:27]2)[cH:20][cH:21]1.[Li:1].[cH:32]1[cH:33][cH:34][c:35]([P:36]([Pd:37]([P:38]([c:39]2[cH:40][cH:41][cH:42][cH:43][cH:44]2)([c:45]2[cH:46][cH:47][cH:48][cH:49][cH:50]2)[c:51]2[cH:52][cH:53][cH:54][cH:55][cH:56]2)([P:57]([c:58]2[cH:59][cH:60][cH:61][cH:62][cH:63]2)([c:64]2[cH:65][cH:66][cH:67][cH:68][cH:69]2)[c:70]2[cH:71][cH:72][cH:73][cH:74][cH:75]2)[P:76]([c:77]2[cH:78][cH:79][cH:80][cH:81][cH:82]2)([c:83]2[cH:84][cH:85][cH:86][cH:87][cH:88]2)[c:89]2[cH:90][cH:91][cH:92][cH:93][cH:94]2)([c:95]2[cH:96][cH:97][cH:98][cH:99][cH:100]2)[c:101]2[cH:102][cH:103][cH:104][cH:105][cH:106]2)[cH:107][cH:108]1>>[F:2][c:3]1[c:4]2[cH:5][cH:6][c:7](-[c:16]3[cH:17][cH:18][c:19]([CH:22]4[CH2:23][CH2:24][CH:25]([CH2:28][CH2:29][CH3:30])[CH2:26][CH2:27]4)[cH:20][cH:21]3)[cH:8][c:9]2[cH:10][cH:11][c:12]1[F:13]. Reactants: Oc1ccccc1Br, O=C([O-])[O-], N#Cc1ccc([N+](=O)[O-])c(F)c1, [K+], [K+], CN(C)C=O, O. Product: N#Cc1ccc([N+](=O)[O-])c(Oc2ccccc2Br)c1. Reaction SMILES: [Br:13][c:14]1[c:15]([OH:20])[cH:16][cH:17][cH:18][cH:19]1.[C:21](=[O:22])([O-:23])[O-:24].[F:1][c:2]1[cH:3][c:4]([C:5]#[N:6])[cH:7][cH:8][c:9]1[N+:10](=[O:11])[O-:12].[K+:25].[K+:26].[O:28]=[CH:29][N:30]([CH3:31])[CH3:32].[OH2:27]>>[c:2]1([O:20][c:15]2[c:14]([Br:13])[cH:19][cH:18][cH:17][cH:16]2)[cH:3][c:4]([C:5]#[N:6])[cH:7][cH:8][c:9]1[N+:10](=[O:11])[O-:12].